describe an organic reaction: reactants, conditions, products, and yield From a dataset of the Open Reaction Database (ORD), a public repository of structured organic reaction records. The reactants are C(C)(C)(C)OC(=O)N1CC2=CC(=CC=C2C[C@H]1C(=O)OC)O (Methyl 2-(t-butyloxycarbonyl)-7-hydroxy-1,2,3,4-tetrahydroisoquinoline-3(S)-carboxylate), C(=O)([O-])[O-].[K+].[K+] (K2CO3), IC (iodomethane), starting material, IC (iodomethane). Solvent: CN(C)C=O (DMF). Conditions: temperature 25 celsius, time 18 hour. Yields the product C(C)(C)(C)OC(=O)N1CC2=CC(=CC=C2C[C@H]1C(=O)OC)OC (Methyl 2-(t-butyloxycarbonyl)-7-methoxy-1,2,3,4-tetrahydroisoquinoline-3(S)-carboxylate). Reaction SMILES: [C:1]([O:5][C:6]([N:8]1[C@H:17]([C:18]([O:20][CH3:21])=[O:19])[CH2:16][C:15]2[C:10](=[CH:11][C:12]([OH:22])=[CH:13][CH:14]=2)[CH2:9]1)=[O:7])([CH3:4])([CH3:3])[CH3:2].[C:23]([O-])([O-])=O.[K+].[K+].IC>CN(C=O)C>[C:1]([O:5][C:6]([N:8]1[C@H:17]([C:18]([O:20][CH3:21])=[O:19])[CH2:16][C:15]2[C:10](=[CH:11][C:12]([O:22][CH3:23])=[CH:13][CH:14]=2)[CH2:9]1)=[O:7])([CH3:4])([CH3:3])[CH3:2] |f:1.2.3|. Procedure details: To a solution of Methyl 2-(t-butyloxycarbonyl)-7-hydroxy-1,2,3,4-tetrahydroisoquinoline-3(S)-carboxylate (0.615 g, 2.0 mmol) in DMF (7 mL) was added K2CO3 (0.304 g, 2.2 mmol) and iodomethane (0.137 mL, 2.2 mmol). The mixture was stirred for 18 hr at 25° C. Approximately 14% of the starting material remained. An additional amount of iodomethane (0.050 mL) was added and stirring continued for 18 hr. The DMF was evaporated in vacuo and the residue was partitioned between EtOAc (50 mL) and saturated... Starting materials: [H-].[Na+] (sodium hydride), OC(CCCC(=O)[O-])C1=C(C=CC=C1)C.[Na+] (sodium (RS)-5-hydroxy-5-(2-methylphenyl)pentanoate), FC1=C(C#N)C=CC(=C1)OCC1=CSC=C1 (2-fluoro-4-(3-thienylmethoxy)benzonitrile). Run in O1CCCC1 (tetrahydrofuran), O1CCCC1 (tetrahydrofuran). Conditions: temperature 57.5 celsius. Yields the product C(#N)C1=C(OC(CCCC(=O)O)C2=C(C=CC=C2)C)C=C(C=C1)OCC1=CSC=C1 ((RS)-5-[2-cyano-5-(3-thienylmethoxy)phenoxy]-5-(2-methylphenyl)pentanoic acid), solid. RXN SMILES: [H-].[Na+].[OH:3][CH:4]([C:11]1[CH:16]=[CH:15][CH:14]=[CH:13][C:12]=1[CH3:17])[CH2:5][CH2:6][CH2:7][C:8]([O-:10])=[O:9].[Na+].F[C:20]1[CH:27]=[C:26]([O:28][CH2:29][C:30]2[CH:34]=[CH:33][S:32][CH:31]=2)[CH:25]=[CH:24][C:21]=1[C:22]#[N:23]>O1CCCC1>[C:22]([C:21]1[CH:24]=[CH:25][C:26]([O:28][CH2:29][C:30]2[CH:34]=[CH:33][S:32][CH:31]=2)=[CH:27][C:20]=1[O:3][CH:4]([C:11]1[CH:16]=[CH:15][CH:14]=[CH:13][C:12]=1[CH3:17])[CH2:5][CH2:6][CH2:7][C:8]([OH:10])=[O:9])#[N:23] |f:0.1,2.3|. Reported procedure: To a stirred suspension of sodium hydride (0.69 g, 60% dispersion in mineral oil) in dry tetrahydrofuran (50 mL) is added a solution of sodium (RS)-5-hydroxy-5-(2-methylphenyl)pentanoate (1.23 g) in dry tetrahydrofuran (100 mL). The mixture is stirred at room temperature for 1.5 hours when 2-fluoro-4-(3-thienylmethoxy)benzonitrile (1.57 g) is added in one portion. The reaction mixture is heated at 55-60° C. for 18 hours and evaporated. The residue is dissolved in water (100 mL), the solution aci... Starting materials: C(CO)O (Ethylene glycol), CC=1C=CC(=CC1)S(=O)(=O)O (TsOH), CC1=C(C=C(C=C1)C1=NOC(=N1)C1CC(C1)=O)NC(=O)C1=CN=C2N1C=CC=C2 (N-(2-methyl-5-(5-(3-oxocyclobutyl)-1,2,4-oxadiazol-3-yl)phenyl)imidazo[1,2-a]pyridine-3-carboxamide). Run in C1(=CC=CC=C1)C (toluene). Conditions: temperature 100 celsius. Product: C1C(CC12OCCO2)C2=NC(=NO2)C=2C=CC(=C(C2)NC(=O)C2=CN=C1N2C=CC=C1)C (N-(5-(5-(5,8-dioxaspiro[3,4]octan-2-yl)-1,2,4-oxadiazol-3-yl)-2-methylphenyl)imidazo[1,2-a]pyridine-3-carboxamide). As a reaction SMILES: [CH2:1]([OH:4])[CH2:2][OH:3].CC1C=CC(S(O)(=O)=O)=CC=1.[CH3:16][C:17]1[CH:22]=[CH:21][C:20]([C:23]2[N:27]=[C:26]([CH:28]3[CH2:31][C:30](=O)[CH2:29]3)[O:25][N:24]=2)=[CH:19][C:18]=1[NH:33][C:34]([C:36]1[N:40]2[CH:41]=[CH:42][CH:43]=[CH:44][C:39]2=[N:38][CH:37]=1)=[O:35]>C1(C)C=CC=CC=1>[CH2:29]1[C:30]2([O:4][CH2:1][CH2:2][O:3]2)[CH2:31][CH:28]1[C:26]1[O:25][N:24]=[C:23]([C:20]2[CH:21]=[CH:22][C:17]([CH3:16])=[C:18]([NH:33][C:34]([C:36]3[N:40]4[CH:41]=[CH:42][CH:43]=[CH:44][C:39]4=[N:38][CH:37]=3)=[O:35])[CH:19]=2)[N:27]=1. Reported procedure: Ethylene glycol (10 mg), TsOH (5 mg) and N-(2-methyl-5-(5-(3-oxocyclobutyl)-1,2,4-oxadiazol-3-yl)phenyl)imidazo[1,2-a]pyridine-3-carboxamide (10) (50 mg) were combined in toluene (3 mL) and heated at 100° C. for 5 hours. The reaction was filtered and purified by preparative reverse phase HPLC to afford N-(5-(5-(5,8-dioxaspiro[3.4]octan-2-yl)-1,2,4-oxadiazol-3-yl)-2-methylphenyl)imidazo[1,2-a]pyridine-3-carboxamide (F8). 1H NMR (400 MHz, d4-MeOH) δ 9.53 (d, J=7.2 Hz, 1H), 8.50 (s, 1H), 8.13-8.12 ... Starting materials: C#CC(O)(C(=O)OC)c1ccccc1, CCCCCCC, CN1CCCC(O)C1, CO, [Na]. Product: C#CC(O)(C(=O)OC1CCCN(C)C1)c1ccccc1. Reaction SMILES: [C:17](#[CH:18])[C:19]([C:20](=[O:21])[O:22][CH3:23])([OH:24])[c:25]1[cH:26][cH:27][cH:28][cH:29][cH:30]1.[CH3:10][CH2:11][CH2:12][CH2:13][CH2:14][CH2:15][CH3:16].[CH3:1][N:2]1[CH2:3][CH:4]([OH:8])[CH2:5][CH2:6][CH2:7]1.[CH3:31][OH:32].[Na:9]>>[CH3:1][N:2]1[CH2:3][CH:4]([O:8][C:20]([C:19]([C:17]#[CH:18])([OH:24])[c:25]2[cH:26][cH:27][cH:28][cH:29][cH:30]2)=[O:21])[CH2:5][CH2:6][CH2:7]1. Reactants: ClC1=CC(=CC=C1)C(=O)OO (3-chloroperbenzoic acid), C(C)SC1=C(C=CC=C1)C=1C=C2C(=NC1)N(C(=N2)C(F)(F)F)C (6-(2-ethylsulfanylphenyl)-3-methyl-2-trifluoromethyl-3H-imidazo[4,5-b]pyridine), S(=S)(=O)([O-])[O-].[Na+].[Na+] (sodium thiosulfate), C([O-])(O)=O.[Na+] (sodium bicarbonate). The solvent is C(Cl)(Cl)Cl (chloroform). Run at time 4 hour. The product is C(C)S(=O)(=O)C1=C(C=CC=C1)C=1C=C2C(=NC1)N(C(=N2)C(F)(F)F)C (6-(2-ethylsulfonylphenyl)-3-methyl-2-trifluoromethyl-3H-imidazo[4,5-b]pyridine). RXN SMILES: Cl[C:2]1C=CC=C(C(OO)=O)[CH:3]=1.C(S[C:15]1[CH:20]=[CH:19][CH:18]=[CH:17][C:16]=1[C:21]1[CH:22]=[C:23]2[N:29]=[C:28]([C:30]([F:33])([F:32])[F:31])[N:27]([CH3:34])[C:24]2=[N:25][CH:26]=1)C.[S:35]([O-:39])([O-])(=[O:37])=S.[Na+].[Na+].C(=O)(O)[O-].[Na+]>C(Cl)(Cl)Cl>[CH2:2]([S:35]([C:15]1[CH:20]=[CH:19][CH:18]=[CH:17][C:16]=1[C:21]1[CH:22]=[C:23]2[N:29]=[C:28]([C:30]([F:33])([F:32])[F:31])[N:27]([CH3:34])[C:24]2=[N:25][CH:26]=1)(=[O:39])=[O:37])[CH3:3] |f:2.3.4,5.6|. Procedure: 0.70 g of 3-chloroperbenzoic acid (purity of 65% or more) was added to a mixture of 0.35 g of 6-(2-ethylsulfanylphenyl)-3-methyl-2-trifluoromethyl-3H-imidazo[4,5-b]pyridine and 10 ml of chloroform under ice cooling, and then the mixture was stirred at room temperature for 4 hours. A 10% aqueous sodium thiosulfate solution and a saturated aqueous sodium bicarbonate solution were added to the reaction mixture, and the mixture was extracted with ethyl acetate and then dried with anhydrous sodium su...